Dataset: the Open Reaction Database (ORD), a public repository of structured organic reaction records. Task: describe an organic reaction: reactants, conditions, products, and yield Starting materials: CSC1=CC=C(C=C1)C=1N=C(NC1C1=CC=C(C=C1)SC)S (4,5-bis-(p-methylthiophenyl)-2-mercaptoimidazole), ice water, BrCCBr (1,2-dibromoethane), C([O-])([O-])=O.[K+].[K+] (potassium carbonate). The solvent is CN(C=O)C (dimethylformamide). Yields the product Br.CSC1=CC=C(C=C1)C1=C(N=C2SCCN21)C2=CC=C(C=C2)SC (5,6-bis(p-methylthiophenyl)-2,3-dihydroimidazo[2,1-b]thiazole hydrobromide). As a reaction SMILES: [CH3:1][S:2][C:3]1[CH:8]=[CH:7][C:6]([C:9]2[N:10]=[C:11]([SH:22])[NH:12][C:13]=2[C:14]2[CH:19]=[CH:18][C:17]([S:20][CH3:21])=[CH:16][CH:15]=2)=[CH:5][CH:4]=1.[Br:23][CH2:24][CH2:25]Br.C(=O)([O-])[O-].[K+].[K+]>CN(C)C=O>[BrH:23].[CH3:21][S:20][C:17]1[CH:18]=[CH:19][C:14]([C:13]2[N:12]3[C:11]([S:22][CH2:24][CH2:25]3)=[N:10][C:9]=2[C:6]2[CH:5]=[CH:4][C:3]([S:2][CH3:1])=[CH:8][CH:7]=2)=[CH:15][CH:16]=1 |f:2.3.4,6.7|. Reported procedure: A mixture of 19.5 g. (0.06 mole) of 4,5-bis-(p-methylthiophenyl)-2-mercaptoimidazole, 10.7 g. (0.06 mole) of 1,2-dibromoethane and 7.9 g. (0.06 mole) of potassium carbonate in dimethylformamide (250 ml.) was refluxed for 3 hours. The mixture was then poured into 1 liter of ice-water and the yellow precipitate collected and washed with water. This material was then dissolved in chloroform, dried over magnesium sulfate, filtered and the solvent removed at reduced pressure. The residue was then tre... Reactants: FC=1C=C(C=CC1N1CC(C(CC1)=O)C)N1C(O[C@H](C1)CNC(C)=O)=O ((S)—N-{3-[3-fluoro-4-(4-oxo-3-methyl-piperidin-1-yl)-phenyl]-2-oxo-oxazolidin-5-ylmethyl}-acetamide), [C-]#N.[Na+] (sodium cyanide), [N+](=O)([O-])C1=CC=C(N)C=C1 (4-nitroaniline). The product is [N+](=O)([O-])C1=CC=C(C=C1)NC1(C(CN(CC1)C1=C(C=C(C=C1)N1C(O[C@H](C1)CNC(C)=O)=O)F)C)C#N ((S)—N-{3-[4-(4-(4-Nitrophenylamino)-3-methyl-4-cyanopiperidin-1-yl)-3-fluorophenyl]-2-oxo-oxazolidin-5-ylmethyl}-acetamide). Isolated yield 49.0%. Reaction SMILES: [F:1][C:2]1[CH:3]=[C:4]([N:16]2[CH2:20][C@H:19]([CH2:21][NH:22][C:23](=[O:25])[CH3:24])[O:18][C:17]2=[O:26])[CH:5]=[CH:6][C:7]=1[N:8]1[CH2:13][CH2:12][C:11](=O)[CH:10]([CH3:15])[CH2:9]1.[C-:27]#[N:28].[Na+].[N+:30]([C:33]1[CH:39]=[CH:38][C:36]([NH2:37])=[CH:35][CH:34]=1)([O-:32])=[O:31]>>[N+:30]([C:33]1[CH:39]=[CH:38][C:36]([NH:37][C:11]2([C:27]#[N:28])[CH2:12][CH2:13][N:8]([C:7]3[CH:6]=[CH:5][C:4]([N:16]4[CH2:20][C@H:19]([CH2:21][NH:22][C:23](=[O:25])[CH3:24])[O:18][C:17]4=[O:26])=[CH:3][C:2]=3[F:1])[CH2:9][CH:10]2[CH3:15])=[CH:35][CH:34]=1)([O-:32])=[O:31] |f:1.2|. Procedure: By using procedure as described in Example 45 and by reacting (S)—N-{3-[3-fluoro-4-(4-oxo-3-methyl-piperidin-1-yl)-phenyl]-2-oxo-oxazolidin-5-ylmethyl}-acetamide with sodium cyanide and 4-nitroaniline the compound was obtained in 49% yield. Reactants: C1CCOC1, CCO, CCOC(=O)C1=Cc2cc(Cl)c(C)c(Cl)c2OC1C(F)(F)F, [Na+], [OH-]. Product: Cc1c(Cl)cc2c(c1Cl)OC(C(F)(F)F)C(C(=O)O)=C2. RXN SMILES: [CH2:25]1[O:26][CH2:27][CH2:28][CH2:29]1.[CH3:30][CH2:31][OH:32].[Cl:1][c:2]1[c:3]([CH3:22])[c:4]([Cl:21])[c:5]2[c:6]([cH:20]1)[CH:7]=[C:8]([C:15](=[O:16])[O:17][CH2:18][CH3:19])[CH:9]([C:11]([F:12])([F:13])[F:14])[O:10]2.[Na+:24].[OH-:23]>>[Cl:1][c:2]1[c:3]([CH3:22])[c:4]([Cl:21])[c:5]2[c:6]([cH:20]1)[CH:7]=[C:8]([C:15](=[O:16])[OH:17])[CH:9]([C:11]([F:12])([F:13])[F:14])[O:10]2. Reactants: C1COCCN1, CCOC(=O)C1=CC(=CC=C1)Br. Reagents/catalysts: C(=O)([O-])[O-].[Cs+].[Cs+], C1=CC=C(C=C1)P(C2=CC=CC=C2)C3=C(C4=CC=CC=C4C=C3)C5=C(C=CC6=CC=CC=C65)P(C7=CC=CC=C7)C8=CC=CC=C8, CC(=O)O.CC(=O)O.[Pd]. Solvent: CC1=CC=CC=C1. Run at temperature 100 celsius. Yields the product CCOC(=O)C1=CC(=CC=C1)N2CCOCC2. The yield is 79.8%. Procedure: A mixture of ethyl 3-bromobenzoate (0.070 mL, 0.44 mmol), cesium carbonate (427 mg, 1.31 mmol), diacetoxypalladium (4.90 mg, 0.02 mmol), 2,2'-bis(diphenylphosphino)-1,1'-binaphthyl (5.44 mg, 8.73 µmol) and morpholine (0.042 mL, 0.48 mmol) in toluene (2 mL) was refluxed for 1h. The reaction mixture was cooled and filtered through celite. The celite was washed with EtOAc. The solvent was removed under reduced pressure.  The residue was purified by automated flash chromatography on a SNAP 25 g colu... Starting materials: Cc1oc(-c2ccccc2)nc1COc1ccc(Cn2cc(CO)c(-c3ccccc3)n2)cn1, CCOC(C)=O. Product: Cc1oc(-c2ccccc2)nc1COc1ccc(Cn2cc(C=O)c(-c3ccccc3)n2)cn1. As a reaction SMILES: [CH3:1][c:2]1[c:3]([CH2:13][O:14][c:15]2[cH:16][cH:17][c:18]([CH2:21][n:22]3[n:23][c:24](-[c:29]4[cH:30][cH:31][cH:32][cH:33][cH:34]4)[c:25]([CH2:27][OH:28])[cH:26]3)[cH:19][n:20]2)[n:4][c:5](-[c:7]2[cH:8][cH:9][cH:10][cH:11][cH:12]2)[o:6]1.[CH3:35][CH2:36][O:37][C:38](=[O:39])[CH3:40]>>[CH3:1][c:2]1[c:3]([CH2:13][O:14][c:15]2[cH:16][cH:17][c:18]([CH2:21][n:22]3[n:23][c:24](-[c:29]4[cH:30][cH:31][cH:32][cH:33][cH:34]4)[c:25]([CH:27]=[O:28])[cH:26]3)[cH:19][n:20]2)[n:4][c:5](-[c:7]2[cH:8][cH:9][cH:10][cH:11][cH:12]2)[o:6]1. The reactants are BrC=1C=CC2=C(OCCC3=C2SC(=C3)C(=O)N(C)C3=C(C=CC(=C3)C(NC[C@H](C)O)=O)Cl)C1 (8-bromo-N-(2-chloro-5-((S)-2-hydroxypropylcarbamoyl)phenyl)-N-methyl-4,5-dihydrobenzo[b]thieno[2,3-d]oxepine-2-carboxamide), CC1(C2=C(C(=CC=C2)P(C3=CC=CC=C3)C4=CC=CC=C4)OC5=C(C=CC=C51)P(C6=CC=CC=C6)C7=CC=CC=C7)C (Xantphos), CS(=O)(=O)CCN.Cl (MeSO2(CH2)2NH2.HCl), C(=O)([O-])[O-].[Na+].[Na+] (Na2CO3). The reagents and catalysts are CC(=O)[O-].CC(=O)[O-].[Pd+2] (Pd(OAc)2). The solvent is C1(=CC=CC=C1)C (toluene), CN(C)C=O (DMF). Conditions: temperature 80 celsius. The product is ClC1=C(C=C(C=C1)C(NC[C@H](C)O)=O)N(C(=O)C1=CC2=C(C3=C(OCC2)C=C(C=C3)C(=O)NCCS(=O)(=O)C)S1)C (N2-(2-chloro-5-((S)-2-hydroxypropylcarbamoyl)phenyl)-N2-methyl-N8-(2-(methylsulfonyl)ethyl)-4,5-dihydrobenzo[b]thieno[2,3-d]oxepine-2,8-dicarboxamide). Yield: 423.9%. Reaction SMILES: Br[C:2]1[CH:3]=[CH:4][C:5]2[C:11]3[S:12][C:13]([C:15]([N:17]([C:19]4[CH:24]=[C:23]([C:25](=[O:31])[NH:26][CH2:27][C@@H:28]([OH:30])[CH3:29])[CH:22]=[CH:21][C:20]=4[Cl:32])[CH3:18])=[O:16])=[CH:14][C:10]=3[CH2:9][CH2:8][O:7][C:6]=2[CH:33]=1.CC1(C)C2C(=C(P(C3C=CC=CC=3)C3C=CC=CC=3)C=CC=2)[O:55][C:37]2C(P(C3C=CC=CC=3)C3C=CC=CC=3)=CC=CC1=2.[CH3:76][S:77]([CH2:80][CH2:81][NH2:82])(=[O:79])=[O:78].Cl.C([O-])([O-])=O.[Na+].[Na+]>C1(C)C=CC=CC=1.CN(C=O)C.CC([O-])=O.CC([O-])=O.[Pd+2]>[Cl:32][C:20]1[CH:21]=[CH:22][C:23]([C:25](=[O:31])[NH:26][CH2:27][C@@H:28]([OH:30])[CH3:29])=[CH:24][C:19]=1[N:17]([CH3:18])[C:15]([C:13]1[S:12][C:11]2[C:5]3[CH:4]=[CH:3][C:2]([C:37]([NH:82][CH2:81][CH2:80][S:77]([CH3:76])(=[O:79])=[O:78])=[O:55])=[CH:33][C:6]=3[O:7][CH2:8][CH2:9][C:10]=2[CH:14]=1)=[O:16] |f:2.3,4.5.6,9.10.11|. Reported procedure: A suspension of 8-bromo-N-(2-chloro-5-((S)-2-hydroxypropylcarbamoyl)phenyl)-N-methyl-4,5-dihydrobenzo[b]thieno[2,3-d]oxepine-2-carboxamide (400 mg, 0.73 mmol), Pd(OAc)2 (8 mg, 0.037 mmol), Xantphos (42 mg, 0.073 mmol), MeSO2(CH2)2NH2.HCl (175 mg, 1.095 mmol) and Na2CO3 (232 mg, 2.19 mmol) in toluene (5 mL) and DMF (5 mL) was heated at 80° C. under atmosphere of CO from balloon overnight. Then it was filtrated and concentrated, the crude product was purified by pre-TLC (eluted by DCM:MeOH=10:1) t... The reactants are C1CCOC1, CC(=O)Cl, Cc1c(C(=O)Nc2cccc(CO)c2)nnn1Cc1ccc(Cl)c(Cl)c1, ClCCl, O. Product: CC(=O)OCc1cccc(NC(=O)c2nnn(Cc3ccc(Cl)c(Cl)c3)c2C)c1. RXN SMILES: [CH2:35]1[O:36][CH2:37][CH2:38][CH2:39]1.[CH3:27][C:28]([Cl:29])=[O:30].[Cl:1][c:2]1[cH:3][c:4]([CH2:9][n:10]2[n:11][n:12][c:13]([C:16](=[O:17])[NH:18][c:19]3[cH:20][c:21]([CH2:25][OH:26])[cH:22][cH:23][cH:24]3)[c:14]2[CH3:15])[cH:5][cH:6][c:7]1[Cl:8].[Cl:32][CH2:33][Cl:34].[OH2:31]>>[Cl:1][c:2]1[cH:3][c:4]([CH2:9][n:10]2[n:11][n:12][c:13]([C:16](=[O:17])[NH:18][c:19]3[cH:20][c:21]([CH2:25][O:26][C:28]([CH3:27])=[O:30])[cH:22][cH:23][cH:24]3)[c:14]2[CH3:15])[cH:5][cH:6][c:7]1[Cl:8]. Product: CCOC(=O)C1CCOc2c1cc(Cl)c(Oc1ccc(C(=O)OC(C)(C)C)cc1)c2Br. RXN SMILES: [CH3:1][CH:2]([CH2:3][O:4][N:5]=[O:6])[CH3:7].[CH3:40][N:41]([CH3:42])[CH:43]=[O:44].[NH2:8][c:9]1[c:10]([O:11][c:12]2[c:13]([Cl:28])[cH:14][c:15]3[c:20]([c:21]2[Br:22])[O:19][CH2:18][CH2:17][CH:16]3[C:23](=[O:24])[O:25][CH2:26][CH3:27])[cH:29][cH:30][c:31]([C:33](=[O:34])[O:35][C:36]([CH3:37])([CH3:38])[CH3:39])[cH:32]1>>[cH:9]1[c:10]([O:11][c:12]2[c:13]([Cl:28])[cH:14][c:15]3[c:20]([c:21]2[Br:22])[O:19][CH2:18][CH2:17][CH:16]3[C:23](=[O:24])[O:25][CH2:26][CH3:27])[cH:29][cH:30][c:31]([C:33](=[O:34])[O:35][C:36]([CH3:37])([CH3:38])[CH3:39])[cH:32]1. Reactants: CC(C)CON=O, CN(C)C=O, CCOC(=O)C1CCOc2c1cc(Cl)c(Oc1ccc(C(=O)OC(C)(C)C)cc1N)c2Br.